From a dataset of the Open Reaction Database (ORD), a public repository of structured organic reaction records. describe an organic reaction: reactants, conditions, products, and yield Starting materials: NC(=O)c1ncn2c1C1CCN1C(=O)c1c-2ccc(F)c1Cl, O=C(OC(=O)C(F)(F)F)C(F)(F)F, C1COCCO1, O, c1ccncc1. Yields the product N#Cc1ncn2c1C1CCN1C(=O)c1c-2ccc(F)c1Cl. Reaction SMILES: [Cl:1][c:2]1[c:3]([F:22])[cH:4][cH:5][c:6]2[c:7]1[C:8](=[O:21])[N:9]1[CH:10]([c:11]3[n:12]-2[cH:13][n:14][c:15]3[C:16](=[O:17])[NH2:18])[CH2:19][CH2:20]1.[F:29][C:30]([F:31])([F:32])[C:33]([O:34][C:35](=[O:36])[C:37]([F:38])([F:39])[F:40])=[O:41].[O:43]1[CH2:44][CH2:45][O:46][CH2:47][CH2:48]1.[OH2:42].[cH:23]1[cH:24][cH:25][n:26][cH:27][cH:28]1>>[Cl:1][c:2]1[c:3]([F:22])[cH:4][cH:5][c:6]2[c:7]1[C:8](=[O:21])[N:9]1[CH:10]([c:11]3[n:12]-2[cH:13][n:14][c:15]3[C:16]#[N:18])[CH2:19][CH2:20]1. Reactants: Cc1nc(Br)sc1COS(C)(=O)=O, CN(C)C=O, CCOC(C)=O, N#Cc1ccc(O)cc1Cl, [H-], [Na+], O. The product is Cc1nc(Br)sc1COc1ccc(C#N)c(Cl)c1. RXN SMILES: [Br:13][c:14]1[s:15][c:16]([CH2:20][O:21][S:22]([CH3:23])(=[O:24])=[O:25])[c:17]([CH3:19])[n:18]1.[CH3:27][N:28]([CH3:29])[CH:30]=[O:31].[CH3:32][CH2:33][O:34][C:35](=[O:36])[CH3:37].[Cl:1][c:2]1[c:3]([C:4]#[N:5])[cH:6][cH:7][c:8]([OH:10])[cH:9]1.[H-:11].[Na+:12].[OH2:26]>>[Cl:1][c:2]1[c:3]([C:4]#[N:5])[cH:6][cH:7][c:8]([O:10][CH2:20][c:16]2[s:15][c:14]([Br:13])[n:18][c:17]2[CH3:19])[cH:9]1. Reactants: CCCC[N+](CCCC)(CCCC)CCCC.[F-] (TBAF), C(#N)C1=CC2=C(N(C(=N2)C(C2=C3C=CN(C3=C(C=C2OC(F)F)C)C(=O)OC(C)(C)C)O)COCC[Si](C)(C)C)C=C1 (tert-butyl 4-((5-cyano-1-((2-(trimethylsilyl)ethoxy)methyl)-1H-benzo[d]imidazol-2-yl)(hydroxy)methyl)-5-(difluoromethoxy)-7-methyl-1H-indole-1-carboxylate), C(#N)C=1C=CC2=C(N(C(=N2)C(C2=C3C=CN(C3=C(C=C2OC(F)F)C)C(=O)OC(C)(C)C)O)COCC[Si](C)(C)C)C1 (tert-butyl 4-((6-cyano-1-((2-(trimethylsilyl)ethoxy)methyl)-1H-benzo[d]imidazol-2-yl)(hydroxy)methyl)-5-(difluoromethoxy)-7-methyl-1H-indole-1-carboxylate), CN (methylamine). The solvent is C1CCOC1 (THF). Reaction conditions: temperature 55 celsius. The product is FC(OC=1C(=C2C=CNC2=C(C1)C)C(C1=NC2=C(N1)C=CC(=C2)C#N)NC)F ((±)-2-((5-(Difluoromethoxy)-7-methyl-1H-indol-4-yl)(methylamino)methyl)-1H-benzo[d]imidazole-5-carbonitrile). RXN SMILES: [C:1]([C:3]1[CH:42]=[CH:41][C:6]2[N:7](COCC[Si](C)(C)C)[C:8]([CH:10](O)[C:11]3[C:19]([O:20][CH:21]([F:23])[F:22])=[CH:18][C:17]([CH3:24])=[C:16]4[C:12]=3[CH:13]=[CH:14][N:15]4C(OC(C)(C)C)=O)=[N:9][C:5]=2[CH:4]=1)#[N:2].[C:43](C1C=CC2N=C(C(O)C3C(OC(F)F)=CC(C)=C4C=3C=CN4C(OC(C)(C)C)=O)N(COCC[Si](C)(C)C)C=2C=1)#[N:44].CN.CCCC[N+](CCCC)(CCCC)CCCC.[F-]>C1COCC1>[F:23][CH:21]([F:22])[O:20][C:19]1[C:11]([CH:10]([NH:44][CH3:43])[C:8]2[NH:7][C:6]3[CH:41]=[CH:42][C:3]([C:1]#[N:2])=[CH:4][C:5]=3[N:9]=2)=[C:12]2[C:16](=[C:17]([CH3:24])[CH:18]=1)[NH:15][CH:14]=[CH:13]2 |f:3.4|. Reported procedure: To a solution of a mixture of tert-butyl 4-((5-cyano-1-((2-(trimethylsilyl)ethoxy)methyl)-1H-benzo[d]imidazol-2-yl)(hydroxy)methyl)-5-(difluoromethoxy)-7-methyl-1H-indole-1-carboxylate and tert-butyl 4-((6-cyano-1-((2-(trimethylsilyl)ethoxy)methyl)-1H-benzo[d]imidazol-2-yl)(hydroxy)methyl)-5-(difluoromethoxy)-7-methyl-1H-indole-1-carboxylate (20 mg, 0.033 mmol) and methylamine (2.0M in THF, 0.17 mL, 0.33 mmol) in THF (0.33 mL) at room temperature, TBAF (1M in THF, 0.33 mL, 0.33 mmol) was added a... As a reaction SMILES: [O:1]1[C:6]2[CH:7]=[CH:8][CH:9]=[CH:10][C:5]=2[O:4][CH2:3][CH2:2]1.C(=O)([O-])[O-].[Na+].[Na+].[Br:17]Br.S([O-])([O-])(=O)=S.[Na+].[Na+]>CCCCCC>[Br:17][C:9]1[CH:8]=[CH:7][C:6]2[O:1][CH2:2][CH2:3][O:4][C:5]=2[CH:10]=1 |f:1.2.3,5.6.7|. The product is BrC1=CC2=C(OCCO2)C=C1 (6-bromo-2,3-dihydro-1,4-benzodioxine). Procedure details: To a mixture of 1,4-benzodioxane (5.0 g) and sodium carbonate (5.9 g) in hexane (100 ml) was added dropwise at room temperature a solution of bromine (1.9 ml) in hexane (20 ml) for 1 hour and the mixture was stirred for 1 hour. To the mixture was added an aqueous solution of sodium thiosulfate, and the mixture was extracted with ethyl acetate. The organic layer was washed with saturated brine, dried with magnesium sulfate and concentrated under reduced pressure to give orange oil of 6-bromo-2,3-... Reaction conditions: time 1 hour. The solvent is CCCCCC (hexane), CCCCCC (hexane). Reactants: BrBr (bromine), S(=S)(=O)([O-])[O-].[Na+].[Na+] (sodium thiosulfate), O1CCOC2=C1C=CC=C2 (1,4-benzodioxane), C([O-])([O-])=O.[Na+].[Na+] (sodium carbonate).